Dataset: the Open Reaction Database (ORD), a public repository of structured organic reaction records. Task: describe an organic reaction: reactants, conditions, products, and yield Starting materials: CC(=O)OC(C)=O, CN(C)c1ccncc1, Nc1nc(OCc2ccc(F)c(F)c2)nc(-c2ccc(Cl)cc2Cl)c1-c1ccc(Cl)cc1. Product: CC(=O)Nc1nc(OCc2ccc(F)c(F)c2)nc(-c2ccc(Cl)cc2Cl)c1-c1ccc(Cl)cc1. RXN SMILES: [CH3:33][C:34](=[O:35])[O:36][C:37](=[O:38])[CH3:39].[CH3:40][N:41]([c:42]1[cH:43][cH:44][n:45][cH:46][cH:47]1)[CH3:48].[F:1][c:2]1[cH:3][c:4]([CH2:5][O:6][c:7]2[n:8][c:9](-[c:21]3[c:22]([Cl:28])[cH:23][c:24]([Cl:27])[cH:25][cH:26]3)[c:10](-[c:14]3[cH:15][cH:16][c:17]([Cl:20])[cH:18][cH:19]3)[c:11]([NH2:13])[n:12]2)[cH:29][cH:30][c:31]1[F:32]>>[F:1][c:2]1[cH:3][c:4]([CH2:5][O:6][c:7]2[n:8][c:9](-[c:21]3[c:22]([Cl:28])[cH:23][c:24]([Cl:27])[cH:25][cH:26]3)[c:10](-[c:14]3[cH:15][cH:16][c:17]([Cl:20])[cH:18][cH:19]3)[c:11]([NH:13][C:34]([CH3:33])=[O:35])[n:12]2)[cH:29][cH:30][c:31]1[F:32]. The reactants are Example 1 ( 4 ), C1(CCCCC1)C=1OC(=CC1COC1=CC=C(C(=O)O)C=C1)C1=CC=C(C=C1)C(F)(F)F (4-({2-cyclohexyl-5-[4-(trifluoromethyl)phenyl]-3-furyl}methoxy)benzoic acid), CNCCC(=O)OCC (ethyl 3-(methylamino)propanoate). Procedure details: An operation similar to that in Example 1 (4) was performed using 4-({2-cyclohexyl-5-[4-(trifluoromethyl)phenyl]-3-furyl}methoxy)benzoic acid (133 mg) as well as ethyl 3-(methylamino)propanoate (47 mg) to give the title compound (151 mg, 95%) as an amorphous compound. Product: C1(CCCCC1)C=1OC(=CC1COC1=CC=C(C(=O)N(CCC(=O)O)C)C=C1)C1=CC=C(C=C1)C(F)(F)F (3-{[4-({2-cyclohexyl-5-[4-(trifluoromethyl)phenyl]-3-furyl}methoxy)benzoyl](methyl)amino}propanoic acid). Isolated yield 95.3%. RXN SMILES: [CH:1]1([C:7]2[O:8][C:9]([C:23]3[CH:28]=[CH:27][C:26]([C:29]([F:32])([F:31])[F:30])=[CH:25][CH:24]=3)=[CH:10][C:11]=2[CH2:12][O:13][C:14]2[CH:22]=[CH:21][C:17]([C:18](O)=[O:19])=[CH:16][CH:15]=2)[CH2:6][CH2:5][CH2:4][CH2:3][CH2:2]1.[CH3:33][NH:34][CH2:35][CH2:36][C:37]([O:39]CC)=[O:38]>>[CH:1]1([C:7]2[O:8][C:9]([C:23]3[CH:28]=[CH:27][C:26]([C:29]([F:32])([F:30])[F:31])=[CH:25][CH:24]=3)=[CH:10][C:11]=2[CH2:12][O:13][C:14]2[CH:22]=[CH:21][C:17]([C:18]([N:34]([CH3:33])[CH2:35][CH2:36][C:37]([OH:39])=[O:38])=[O:19])=[CH:16][CH:15]=2)[CH2:6][CH2:5][CH2:4][CH2:3][CH2:2]1. Reactants: CCOC(C)OC(CC)C(C)C1OC1CC(C)C=CC=C(C)C1OC(=O)CC(O)CCC(C)(OC(C)OCC)C(OC(C)=O)C=CC1C, CCOCC(=O)O, CN(C)c1ccccn1, CCOC(C)=O, C(=NC1CCCCC1)=NC1CCCCC1, ClCCl. Yields the product CCOCC(=O)OC1CCC(C)(OC(C)OCC)C(OC(C)=O)C=CC(C)C(C(C)=CC=CC(C)CC2OC2C(C)C(CC)OC(C)OCC)OC(=O)C1. Reaction SMILES: [C:8]([CH3:9])(=[O:10])[O:11][CH:12]1[C:13]([CH3:49])([O:50][CH:51]([CH3:52])[O:53][CH2:54][CH3:55])[CH2:14][CH2:15][CH:16]([OH:48])[CH2:17][C:18](=[O:19])[O:20][CH:21]([C:26](=[CH:27][CH:28]=[CH:29][CH:30]([CH2:31][CH:32]2[CH:33]([CH:34]([CH:35]([CH2:36][CH3:37])[O:38][CH:39]([CH3:40])[O:41][CH2:42][CH3:43])[CH3:44])[O:45]2)[CH3:46])[CH3:47])[CH:22]([CH3:25])[CH:23]=[CH:24]1.[CH2:1]([CH3:2])[O:3][CH2:4][C:5](=[O:6])[OH:7].[CH3:71][N:72]([c:73]1[cH:74][cH:75][cH:76][cH:77][n:78]1)[CH3:79].[CH3:83][CH2:84][O:85][C:86](=[O:87])[CH3:88].[CH:56]1([N:57]=[C:58]=[N:59][CH:60]2[CH2:61][CH2:62][CH2:63][CH2:64][CH2:65]2)[CH2:66][CH2:67][CH2:68][CH2:69][CH2:70]1.[Cl:80][CH2:81][Cl:82]>>[CH2:1]([CH3:2])[O:3][CH2:4][C:5]([O:6][CH:16]1[CH2:15][CH2:14][C:13]([CH3:49])([O:50][CH:51]([CH3:52])[O:53][CH2:54][CH3:55])[CH:12]([O:11][C:8]([CH3:9])=[O:10])[CH:24]=[CH:23][CH:22]([CH3:25])[CH:21]([C:26](=[CH:27][CH:28]=[CH:29][CH:30]([CH2:31][CH:32]2[CH:33]([CH:34]([CH:35]([CH2:36][CH3:37])[O:38][CH:39]([CH3:40])[O:41][CH2:42][CH3:43])[CH3:44])[O:45]2)[CH3:46])[CH3:47])[O:20][C:18](=[O:19])[CH2:17]1)=[O:7].